This data is from the Open Reaction Database (ORD), a public repository of structured organic reaction records. The task is: describe an organic reaction: reactants, conditions, products, and yield The reactants are BrC1=CC=C(O1)C(=O)O (5-bromofuran-2-carboxylic acid), ( E ), NC1C2CC3(CC(CC1C3)C2)C(=O)N (4-aminoadamantane-1-carboxamide), CN(C)C(=[N+](C)C)ON1C2=C(C=CC=C2)N=N1.[B-](F)(F)(F)F (TBTU), CCN(C(C)C)C(C)C (DIEA). Reaction conditions: time 4 hour. Yields the product BrC1=CC=C(O1)C(=O)NC1C2CC3CC(CC1C3)(C2)C(N)=O (5-bromo-N-(5-carbamoyl-2-adamantyl)furan-2-carboxamide). RXN SMILES: [Br:1][C:2]1[O:6][C:5]([C:7]([OH:9])=O)=[CH:4][CH:3]=1.[NH2:10][CH:11]1[CH:18]2[CH2:19][C:14]3([C:21]([NH2:23])=[O:22])[CH2:15][CH:16]([CH2:20][CH:12]1[CH2:13]3)[CH2:17]2.CN(C(ON1N=NC2C=CC=CC1=2)=[N+](C)C)C.[B-](F)(F)(F)F.CCN(C(C)C)C(C)C>>[Br:1][C:2]1[O:6][C:5]([C:7]([NH:10][CH:11]2[CH:12]3[CH2:20][CH:16]4[CH2:15][C:14]([C:21](=[O:22])[NH2:23])([CH2:19][CH:18]2[CH2:17]4)[CH2:13]3)=[O:9])=[CH:4][CH:3]=1 |f:2.3|. Procedure details: To a solution prepared by dissolving 100 mg of 5-bromofuran-2-carboxylic acid, 145 mg of (E) type 4-aminoadamantane-1-carboxylic acid amide (prepared from Preparation Example 1), and 202 mg of TBTU in MC was added dropwise 0.2 mL of DIEA and then stirred at room temperature for 4 hours. The reaction solution was washed with a 1N solution of HCl and a 1N solution of NaOH, respectively, and then washed again with brine. The resulting organic solution was dried over MgSO4 and after filtration, was ... Reported procedure: 2-Amino-8-methoxy-4-phenylimino-4H-1,3,5-triazino[2,1-b]benzothiazole (0.3 g) and acetic anhydride (0.14 g) in dry pyridine (15 mls) were heated at 100° for 24 hours. After cooling to room temperature, methanol (5 mls) was added, the solution was stirred for 1 hour and the solvents were removed in vacuo. The residue was dissolved in chloroform, the solution washed with water, brine, dried (Na2SO4) and evaporated in vacuo to give a yellow solid (0.27 g). Purification by chromatography (silica gel... As a reaction SMILES: [NH2:1][C:2]1[N:3]=[C:4]2[N:8]([C:9](=[N:11][C:12]3[CH:17]=[CH:16][CH:15]=[CH:14][CH:13]=3)[N:10]=1)[C:7]1[CH:18]=[CH:19][C:20]([O:22][CH3:23])=[CH:21][C:6]=1[S:5]2.[C:24](OC(=O)C)(=[O:26])[CH3:25].CO>N1C=CC=CC=1>[C:24]([NH:1][C:2]1[N:3]=[C:4]2[N:8]([C:9](=[N:11][C:12]3[CH:17]=[CH:16][CH:15]=[CH:14][CH:13]=3)[N:10]=1)[C:7]1[CH:18]=[CH:19][C:20]([O:22][CH3:23])=[CH:21][C:6]=1[S:5]2)(=[O:26])[CH3:25]. Run at time 1 hour. Solvent: N1=CC=CC=C1 (pyridine). Product: C(C)(=O)NC=1N=C2SC3=C(N2C(N1)=NC1=CC=CC=C1)C=CC(=C3)OC (2-Acetylamino-8-methoxy-4-phenylimino-4H-1,3,5-triazino[2,1-b]benzothiazole). Isolated yield 79.6%. Starting materials: NC=1N=C2SC3=C(N2C(N1)=NC1=CC=CC=C1)C=CC(=C3)OC (2-Amino-8-methoxy-4-phenylimino-4H-1,3,5-triazino[2,1-b]benzothiazole), C(C)(=O)OC(C)=O (acetic anhydride), CO (methanol).